From a dataset of the Open Reaction Database (ORD), a public repository of structured organic reaction records. describe an organic reaction: reactants, conditions, products, and yield Reactants: CC(C)(C)OC(=O)NCc1ccc(C(=O)O)c(F)c1, Cn1ncc2c1Nc1ccccc1NC2, CCN(C(C)C)C(C)C, ClCCl. Product: Cn1ncc2c1Nc1ccccc1N(C(=O)c1ccc(CNC(=O)OC(C)(C)C)cc1F)C2. As a reaction SMILES: [C:1]([CH3:2])([CH3:3])([CH3:4])[O:5][C:6](=[O:7])[NH:8][CH2:9][c:10]1[cH:11][c:12]([F:19])[c:13]([C:14](=[O:15])[OH:16])[cH:17][cH:18]1.[CH3:20][n:21]1[n:22][cH:23][c:24]2[c:30]1[NH:29][c:28]1[c:27]([cH:34][cH:33][cH:32][cH:31]1)[NH:26][CH2:25]2.[CH:35]([N:36]([CH2:37][CH3:38])[CH:39]([CH3:40])[CH3:41])([CH3:42])[CH3:43].[Cl:44][CH2:45][Cl:46]>>[C:1]([CH3:2])([CH3:3])([CH3:4])[O:5][C:6](=[O:7])[NH:8][CH2:9][c:10]1[cH:11][c:12]([F:19])[c:13]([C:14](=[O:16])[N:26]2[CH2:25][c:24]3[cH:23][n:22][n:21]([CH3:20])[c:30]3[NH:29][c:28]3[c:27]2[cH:34][cH:33][cH:32][cH:31]3)[cH:17][cH:18]1.